This data is from the Open Reaction Database (ORD), a public repository of structured organic reaction records. The task is: describe an organic reaction: reactants, conditions, products, and yield Starting materials: COC(=O)C1CCNC(c2cccc(C(C)(C)C)c2)C1, COC(=O)Cl, CCN(C(C)C)C(C)C, ClCCl. Product: COC(=O)C1CCN(C(=O)OC)C(c2cccc(C(C)(C)C)c2)C1. As a reaction SMILES: [C:1]([CH3:2])([CH3:3])([CH3:4])[c:5]1[cH:6][c:7]([CH:11]2[NH:12][CH2:13][CH2:14][CH:15]([C:17](=[O:18])[O:19][CH3:20])[CH2:16]2)[cH:8][cH:9][cH:10]1.[C:30]([O:31][CH3:32])(=[O:33])[Cl:34].[CH:21]([N:22]([CH2:23][CH3:24])[CH:25]([CH3:26])[CH3:27])([CH3:28])[CH3:29].[Cl:35][CH2:36][Cl:37]>>[C:1]([CH3:2])([CH3:3])([CH3:4])[c:5]1[cH:6][c:7]([CH:11]2[N:12]([C:30]([O:31][CH3:32])=[O:33])[CH2:13][CH2:14][CH:15]([C:17](=[O:18])[O:19][CH3:20])[CH2:16]2)[cH:8][cH:9][cH:10]1. Reactants: Cl (HCl), C(C)(C)(C)OC(NCCOC1=C(C=CC=C1)OC)=O ([2-(2-methoxy-phenoxy)-ethyl]-carbamic acid tert-butyl ester). Solvent: O1CCOCC1 (dioxane), C(C)(=O)OCC (ethyl acetate). Yields the product COC1=C(OCCN)C=CC=C1 (2-(2-Methoxy-phenoxy)-ethylamine). Reaction SMILES: Cl.C(OC(=O)[NH:8][CH2:9][CH2:10][O:11][C:12]1[CH:17]=[CH:16][CH:15]=[CH:14][C:13]=1[O:18][CH3:19])(C)(C)C>O1CCOCC1.C(OCC)(=O)C>[CH3:19][O:18][C:13]1[CH:14]=[CH:15][CH:16]=[CH:17][C:12]=1[O:11][CH2:10][CH2:9][NH2:8]. Procedure details: Under an atmosphere of Nitrogen, 3N HCl (3 ml) was added to a solution of [2-(2-methoxy-phenoxy)-ethyl]-carbamic acid tert-butyl ester (320 mg, 1.20 mmol) in dioxane (3 ml). The mixture was heated to reflux (2 h). Upon cooling, the reaction mixture was taken up in ethyl acetate, and extracted several times with H2O. The combined H2O extracts were then made alkaline by addition of NaOH 2N, and extracted with ethyl acetate. The ethyl acetate extract was dried (Na2SO4), and the solvent was evaporat... The reactants are O=C1CCN(CC1)C(=O)OC(C)(C)C (tert-butyl 4-oxopiperidine-1-carboxylate), FC=1C=C(C=CC1)CCC(=O)Cl (3-(3-fluorophenyl)propanoyl chloride), diketones. Product: FC=1C=C(C=CC1)CCC(=O)C1CN(CCC1=O)C(=O)OC(C)(C)C (tert-Butyl 3-(3-(3-fluorophenyl)propanoyl)-4-oxopiperidine-1-carboxylate). Isolated yield 48.0%. RXN SMILES: [O:1]=[C:2]1[CH2:7][CH2:6][N:5]([C:8]([O:10][C:11]([CH3:14])([CH3:13])[CH3:12])=[O:9])[CH2:4][CH2:3]1.[F:15][C:16]1[CH:17]=[C:18]([CH2:22][CH2:23][C:24](Cl)=[O:25])[CH:19]=[CH:20][CH:21]=1>>[F:15][C:16]1[CH:17]=[C:18]([CH2:22][CH2:23][C:24]([CH:7]2[C:2](=[O:1])[CH2:3][CH2:4][N:5]([C:8]([O:10][C:11]([CH3:14])([CH3:13])[CH3:12])=[O:9])[CH2:6]2)=[O:25])[CH:19]=[CH:20][CH:21]=1. Procedure details: tert-Butyl 3-(3-(3-fluorophenyl)propanoyl)-4-oxopiperidine-1-carboxylate (285 mg, 48%) was synthesised from tert-butyl 4-oxopiperidine-1-carboxylate and 3-(3-fluorophenyl)propanoyl chloride according to the general procedure for the preparation of diketones. MS (ES+) m/z 250 (M+H)+ Starting materials: FC1=CC=C(C=C1)CC(=O)OC (methyl (4-fluorophenyl)acetate), C(C)(C)NC(C)C (diisopropylamine), C(CCC)[Li] (n-butyllithium), CI (Methyl iodide). Run in O1CCCC1 (tetrahydrofurane), O (Water), O1CCCC1 (tetrahydrofurane), CCCCCC (hexane). Run at temperature 0 celsius, time 15 minute. Product: FC1=CC=C(C=C1)C(C(=O)OC)C (Rac-methyl 2-(4-fluorophenyl)propanoate). Yield: 96.9%. Reaction SMILES: [CH:1](NC(C)C)(C)C.C([Li])CCC.[F:13][C:14]1[CH:19]=[CH:18][C:17]([CH2:20][C:21]([O:23][CH3:24])=[O:22])=[CH:16][CH:15]=1.CI>O1CCCC1.CCCCCC.O>[F:13][C:14]1[CH:15]=[CH:16][C:17]([CH:20]([CH3:1])[C:21]([O:23][CH3:24])=[O:22])=[CH:18][CH:19]=1. Procedure: To a stirred solution of diisopropylamine (13.0 g) in tetrahydrofurane (160 mL) was added a solution of n-butyllithium in hexane (51.4 mL; c=2.5 M) at −78° C. The solution was stirred at 0° C. for 15 minutes. The solution was cooled to −78° C. and a solution of methyl (4-fluorophenyl)acetate (18.0 g), dissolved in tetrahydrofurane (40 mL) was added. The solution was stirred at −78° C. for 30 minutes. Methyl iodide (10.0 mL) was added at −78° C., and the solution was allowed to warm up to 0° C. w... The reactants are [Al+3], ClCCl, CC(C)(CCc1ccccc1)CC(=O)O, [Cl-], [Cl-], [Cl-], O=S(Cl)Cl. Product: CC1(C)CCc2ccccc2C(=O)C1. Reaction SMILES: [Al+3:23].[CH2:24]([Cl:25])[Cl:26].[CH3:1][C:2]([CH2:3][C:4](=[O:5])[OH:6])([CH2:7][CH2:8][c:9]1[cH:10][cH:11][cH:12][cH:13][cH:14]1)[CH3:15].[Cl-:20].[Cl-:21].[Cl-:22].[S:16]([Cl:17])([Cl:18])=[O:19]>>[CH3:1][C:2]1([CH3:15])[CH2:3][C:4](=[O:6])[c:10]2[c:9]([cH:14][cH:13][cH:12][cH:11]2)[CH2:8][CH2:7]1. Reactants: O=C1CCC(C2=CC=CC=C12)NC(=O)N (1,2,3,4-tetrahydro-4-oxo-1-naphthylurea), C(C)O (ethanol), [BH4-].[Na+] (sodium borohydride). The solvent is O (water). Conditions: time 5 hour. Yields the product OC1CCC(C2=CC=CC=C12)NC(=O)N (1,2,3,4-Tetrahydro-4-hydroxy-1-naphthylurea). Reaction SMILES: [O:1]=[C:2]1[C:11]2[C:6](=[CH:7][CH:8]=[CH:9][CH:10]=2)[CH:5]([NH:12][C:13]([NH2:15])=[O:14])[CH2:4][CH2:3]1.C(O)C.[BH4-].[Na+]>O>[OH:1][CH:2]1[C:11]2[C:6](=[CH:7][CH:8]=[CH:9][CH:10]=2)[CH:5]([NH:12][C:13]([NH2:15])=[O:14])[CH2:4][CH2:3]1 |f:2.3|. Reported procedure: To a stirred solution of 4.6 g. of 1,2,3,4-tetrahydro-4-oxo-1-naphthylurea in 230 ml. of ethanol 0.85 g. of sodium borohydride is added. The reaction mixture is stirred for about 5 hours and after standing overnight 50 ml. water is added while stirring. The mixture is then evaporated in vacuo to remove the solvent. Water (50 ml.) is added, then glacial acetic acid is added, until the foaming caused by the acid ceases. The solution is evaporated to dryness in vacuo, alcohol is added and the whole... Starting materials: [O-]CC.[Na+] (sodium ethoxide), CC(CC=O)CCC=C(C)C (3,7-dimethyloct-6-en-1-al), [H][H] (hydrogen), P([O-])([O-])=O (phosphonate), II. The solvent is CN(C=O)C (dimethylformamide), CCOCC (ether). Conditions: time 1 hour. Yields the product CC(=CC(=O)OCC)C=CCC(CCC=C(C)C)C (ethyl 3,7,11-trimethyldodeca-2,4,10-trienoate). As a reaction SMILES: [CH3:1][CH:2]([CH2:6][CH2:7][CH:8]=[C:9]([CH3:11])[CH3:10])[CH2:3][CH:4]=[O:5].P(=O)([O-])[O-].[H][H].[O-:18][CH2:19][CH3:20].[Na+]>CCOCC.CN(C)C=O>[CH3:1][C:2]([CH:6]=[CH:7][CH2:8][CH:9]([CH3:10])[CH2:11][CH2:4][CH:3]=[C:2]([CH3:6])[CH3:1])=[CH:3][C:4]([O:18][CH2:19][CH3:20])=[O:5] |f:3.4|. Reported procedure: To a mixture of one g. of 3,7-dimethyloct-6-en-1-al 1.5 g. of phosphonate (II; R' is ethyl, R1 is methyl, R6 is ethoxy, R12 is hydrogen) and 50 ml. of dimethylformamide, under nitrogen, is slowly added sodium ethoxide (prepared from 200 mg. of sodium and 12 ml. of ethanol). The mixture is allowed to stand at room temperature for one hour and then is worked up with ether. The ethereal extracts are dried, concentrated and then chromatographed on silica plates eluting with hexane/ether to yield eth... The reactants are CC1NC(CNC1)C (2,6-dimethylpiperazine), [BH-](OC(=O)C)(OC(=O)C)OC(=O)C.[Na+] (NaB(OAc)3H), C(C)N1N=CC=2C1=NC(=C(C2NC2CCOCC2)CNC(CCCC(=O)NCC=2C=C(C(=CC2)F)C2=CC(=CC=C2)C=O)=O)CC (N-{[1,6-Diethyl-4-(tetrahydro-2H-pyran-4-ylamino)-1H-pyrazolo[3,4-b]pyridin-5-yl]methyl}-N′-[(6-fluoro-3′-formyl-3-biphenylyl)methyl]pentanediamide). Reagents/catalysts: [Cl-].[Cl-].[Zn+2] (ZnCl2). The solvent is CS(=O)C (DMSO). Yields the product C(C)N1N=CC=2C1=NC(=C(C2NC2CCOCC2)CNC(CCCC(=O)NCC=2C=C(C(=CC2)F)C2=CC(=CC=C2)CN2CC(NC(C2)C)C)=O)CC (N-{[1,6-Diethyl-4-(tetrahydro-2H-pyran-4-ylamino)-1H-pyrazolo[3,4-b]pyridin-5-yl]methyl}-N′-({3′-[(3,5-dimethyl-1-piperazinyl)methyl]-6-fluoro-3-biphenylyl}methyl)pentanediamide). RXN SMILES: [CH2:1]([N:3]1[C:7]2=[N:8][C:9]([CH2:45][CH3:46])=[C:10]([CH2:19][NH:20][C:21](=[O:44])[CH2:22][CH2:23][CH2:24][C:25]([NH:27][CH2:28][C:29]3[CH:30]=[C:31]([C:36]4[CH:41]=[CH:40][CH:39]=[C:38]([CH:42]=O)[CH:37]=4)[C:32]([F:35])=[CH:33][CH:34]=3)=[O:26])[C:11]([NH:12][CH:13]3[CH2:18][CH2:17][O:16][CH2:15][CH2:14]3)=[C:6]2[CH:5]=[N:4]1)[CH3:2].[CH3:47][CH:48]1[CH2:53][NH:52][CH2:51][CH:50]([CH3:54])[NH:49]1.[BH-](OC(C)=O)(OC(C)=O)OC(C)=O.[Na+]>CS(C)=O.[Cl-].[Cl-].[Zn+2]>[CH2:1]([N:3]1[C:7]2=[N:8][C:9]([CH2:45][CH3:46])=[C:10]([CH2:19][NH:20][C:21](=[O:44])[CH2:22][CH2:23][CH2:24][C:25]([NH:27][CH2:28][C:29]3[CH:30]=[C:31]([C:36]4[CH:41]=[CH:40][CH:39]=[C:38]([CH2:42][N:52]5[CH2:51][CH:50]([CH3:54])[NH:49][CH:48]([CH3:47])[CH2:53]5)[CH:37]=4)[C:32]([F:35])=[CH:33][CH:34]=3)=[O:26])[C:11]([NH:12][CH:13]3[CH2:14][CH2:15][O:16][CH2:17][CH2:18]3)=[C:6]2[CH:5]=[N:4]1)[CH3:2] |f:2.3,5.6.7|. Procedure details: N-{[1,6-Diethyl-4-(tetrahydro-2H-pyran-4-ylamino)-1H-pyrazolo[3,4-b]pyridin-5-yl]methyl}-N′-[(6-fluoro-3′-formyl-3-biphenylyl)methyl]pentanediamide (47.0 mg, 0.076 mmol) was diluted in DMSO (1.0 mL) and dispensed into a 1 dram vial containing 2,6-dimethylpiperazine (0.76 mmol), ZnCl2 (0.032 mmol, 4.2 mg), NaB(OAc)3H (0.76 mmol, 180 mg) and fitted with a magnetic stir bar, for 12 h. The material was purified via reverse phase HPLC using a Gilson and the desired product collected. The desired prod...